This data is from the Open Reaction Database (ORD), a public repository of structured organic reaction records. The task is: describe an organic reaction: reactants, conditions, products, and yield Reactants: CCO, CCOC(=O)c1nc(C)cc(OC)n1, [Na+], [OH-], O. Product: COc1cc(C)nc(C(=O)O)n1. RXN SMILES: [CH3:17][CH2:18][OH:19].[CH3:3][O:4][c:5]1[n:6][c:7]([C:12](=[O:13])[O:14][CH2:15][CH3:16])[n:8][c:9]([CH3:11])[cH:10]1.[Na+:2].[OH-:1].[OH2:20]>>[CH3:3][O:4][c:5]1[n:6][c:7]([C:12](=[O:13])[OH:14])[n:8][c:9]([CH3:11])[cH:10]1.